Dataset: the Open Reaction Database (ORD), a public repository of structured organic reaction records. Task: describe an organic reaction: reactants, conditions, products, and yield The reactants are COC(=O)C(C#N)=Cc1ccc(O)cc1C(=O)Nc1cc(C(F)(F)F)cc(C(F)(F)F)c1, CCO, Cl, [Na+], [OH-]. Product: N#CC(=Cc1ccc(O)cc1C(=O)Nc1cc(C(F)(F)F)cc(C(F)(F)F)c1)C(=O)O. As a reaction SMILES: [CH3:1][O:2][C:3]([C:4](=[CH:5][c:6]1[c:7]([C:13]([NH:14][c:15]2[cH:16][c:17]([C:25]([F:26])([F:27])[F:28])[cH:18][c:19]([C:21]([F:22])([F:23])[F:24])[cH:20]2)=[O:29])[cH:8][c:9]([OH:12])[cH:10][cH:11]1)[C:30]#[N:31])=[O:32].[CH3:36][CH2:37][OH:38].[ClH:35].[Na+:34].[OH-:33]>>[O:2]=[C:3]([C:4](=[CH:5][c:6]1[c:7]([C:13]([NH:14][c:15]2[cH:16][c:17]([C:25]([F:26])([F:27])[F:28])[cH:18][c:19]([C:21]([F:22])([F:23])[F:24])[cH:20]2)=[O:29])[cH:8][c:9]([OH:12])[cH:10][cH:11]1)[C:30]#[N:31])[OH:32]. Starting materials: O=C([O-])O, COC1CCCNC1CC(C)=O, ClC(Cl)Cl, COC(=O)Cl, [Na+]. Yields the product COC(=O)N1CCCC(OC)C1CC(C)=O. RXN SMILES: [C:13](=[O:14])([OH:15])[O-:16].[CH3:1][O:2][CH:3]1[CH:4]([CH2:9][C:10]([CH3:11])=[O:12])[NH:5][CH2:6][CH2:7][CH2:8]1.[CH:23]([Cl:24])([Cl:25])[Cl:26].[Cl:18][C:19](=[O:20])[O:21][CH3:22].[Na+:17]>>[CH3:1][O:2][CH:3]1[CH:4]([CH2:9][C:10]([CH3:11])=[O:12])[N:5]([C:19](=[O:20])[O:21][CH3:22])[CH2:6][CH2:7][CH2:8]1. Starting materials: O1C(CCCC1)OC\C=C\C(COC1=CC=C(C=C1)F)OC(C)=O (1-(2-tetrahydropyranyloxy)-4-acetoxy-5-(4-fluorophenoxy)-trans-2-pentene), C(C)(=O)C(CC#CCCCC(=O)O)CCCC(COC1=CC=C(C=C1)F)O (8-Acetyl-12-hydroxy-13-(4-fluorophenoxy)-5-tridecynoic Acid). Yields the product C(C)(=O)OC(/C=C/CO)COC1=CC=C(C=C1)F (4-Acetoxy-5-(4-fluorophenoxy)-trans-2-penten-1-ol). As a reaction SMILES: O1CCCCC1[O:7][CH2:8]/[CH:9]=[CH:10]/[CH:11]([O:21][C:22](=[O:24])[CH3:23])[CH2:12][O:13][C:14]1[CH:19]=[CH:18][C:17]([F:20])=[CH:16][CH:15]=1.C(C(CCCC(O)COC1C=CC(F)=CC=1)CC#CCCCC(O)=O)(=O)C>>[C:22]([O:21][CH:11]([CH2:12][O:13][C:14]1[CH:19]=[CH:18][C:17]([F:20])=[CH:16][CH:15]=1)/[CH:10]=[CH:9]/[CH2:8][OH:7])(=[O:24])[CH3:23]. Procedure: The synthesis of this compound is carried out by the procedure of Example 4, Step B-5 except that an equivalent quantity of 1-(2-tetrahydropyranyloxy)-4-acetoxy-5-(4-fluorophenoxy)-trans-2-pentene is substituted for the 1-(2-tetrahydropyranyloxy)-4-acetoxy-5-(4-fluorophenoxy)-pentane of Example 4, Step B-5. The product is obtained as a viscous oil. Reactants: ClC=1C=CC(=C(N)C1)F (5-chloro-2-fluoroaniline), C([S-])(OCC)=S.[K+] (potassium O-ethyl dithiocarbonate), Cl (HCl). Run in O (water), CN(C)C=O (DMF). The product is ClC=1C=CC2=C(N=C(S2)S)C1 (5-Chloro-2-mercaptobenzothiazole). As a reaction SMILES: [Cl:1][C:2]1[CH:3]=[CH:4][C:5](F)=[C:6]([CH:8]=1)[NH2:7].[C:10](=[S:15])(OCC)[S-:11].[K+].Cl>CN(C=O)C.O>[Cl:1][C:2]1[CH:3]=[CH:4][C:5]2[S:11][C:10]([SH:15])=[N:7][C:6]=2[CH:8]=1 |f:1.2|. Procedure details: A solution of 5-chloro-2-fluoroaniline (2.0 g, 13.7 mmol, 1 eq.) and potassium O-ethyl dithiocarbonate (4.8 g, 30.3 mmol, 2.2 eq) in anhydrous DMF (20 mL) was heated at 100° C. under nitrogen for 4 h. The reaction mixture was cooled to room temp., diluted with water (50 mL), and acidified with 2N HCl with constant stirring at low temperature. Yellowish solid was collected by filtration, and washed with cold water. The wet filter cake was dissolved in ethyl acetate (50 mL), and the solution was d...